Dataset: the Open Reaction Database (ORD), a public repository of structured organic reaction records. Task: describe an organic reaction: reactants, conditions, products, and yield Reactants: BrBr (bromine), FeCl3, BrBr (bromine), ClC1=CC=C(S1)C(=O)O (5-chloro-2-thiophenecarboxylic acid), FeCl3, 7d. Solvent: CC(=O)O (AcOH), CC(=O)O (AcOH). Product: BrC=1C=C(SC1Cl)C(=O)O (4-bromo-5-chloro-2-thiophenecarboxylic acid). RXN SMILES: [Br:1]Br.[Cl:3][C:4]1[S:8][C:7]([C:9]([OH:11])=[O:10])=[CH:6][CH:5]=1>CC(O)=O>[Br:1][C:5]1[CH:6]=[C:7]([C:9]([OH:11])=[O:10])[S:8][C:4]=1[Cl:3]. Reported procedure: A solution of bromine (634 uL, 12.3 mmol) in AcOH (2.5 mL) was added dropwise to 5-chloro-2-thiophenecarboxylic acid (2 g, 12.3 mmol) and FeCl3 (399 mg, 2.50 mmol) in AcOH (25 mL) at 25° C. The reaction mixture was warmed to reflux where additional bromine (634 uL, 12.3 mmol) and FeCl3 (399 mg, 2.50 mmol) were added. After 7d, the solution was poured onto ice and the precipitate was filtered and washed with water affording the title compound (3 g, quant.) as a yellow powder: LCMS (ES) m/z 242 (M... Starting materials: C(Cl)(Cl)(Cl)Cl (CCl4), N[C@@H](C)C(=O)N1[C@H](C(=O)O)CCC1 (L-alanyl-L-proline), [BH3-]C#N.[Na+] (NaBH3CN), ClC1=CC=C(C=C1)CCC(C(=O)OCC)=O (ethyl 4-p-chlorophenyl-2-oxobutyrate). Solvent: C(C)O (ethanol), C(C)O (ethanol). Product: C(C)OC(=O)C(CCC1=CC=C(C=C1)Cl)N[C@@H](C)C(=O)N1[C@H](C(=O)O)CCC1 (N-(1-ethoxycarbonyl-3-p-chlorophenylpropyl)-L-alanyl-L-proline). RXN SMILES: [Cl:1][C:2]1[CH:7]=[CH:6][C:5]([CH2:8][CH2:9][C:10](=O)[C:11]([O:13][CH2:14][CH3:15])=[O:12])=[CH:4][CH:3]=1.C(Cl)(Cl)(Cl)Cl.[NH2:22][C@H:23]([C:25]([N:27]1[CH2:34][CH2:33][CH2:32][C@H:28]1[C:29]([OH:31])=[O:30])=[O:26])[CH3:24].[BH3-]C#N.[Na+]>C(O)C>[CH2:14]([O:13][C:11]([CH:10]([NH:22][C@H:23]([C:25]([N:27]1[CH2:34][CH2:33][CH2:32][C@H:28]1[C:29]([OH:31])=[O:30])=[O:26])[CH3:24])[CH2:9][CH2:8][C:5]1[CH:6]=[CH:7][C:2]([Cl:1])=[CH:3][CH:4]=1)=[O:12])[CH3:15] |f:3.4|. Procedure details: A solution of ethyl 4-p-chlorophenyl-2-oxobutyrate (prepared from the acid by esterification with ethanol in refluxing CCl4) and L-alanyl-L-proline in ethanol can be treated with excess NaBH3CN and stirred at room temperature until reaction is complete. The ethanol can then be removed under vacuum and the product absorbed on strong acid ion-exchange resin. By elution with 2% pyridine in water, one can obtain N-(1-ethoxycarbonyl-3-p-chlorophenylpropyl)-L-alanyl-L-proline. The reactants are COC1=NC(=NC(=C1[N+](=O)[O-])OC)N1CC2=CC=CC=C2CC1 (2-(4,6-dimethoxy-5-nitropyrimidin-2-yl)-1,2,3,4-tetrahydroisoquinoline), [H][H] (hydrogen). Reagents/catalysts: [Ni] (Nickel). Procedure details: A suspension of Raney®-Nickel in a methanolic solution of 4b (0.57 g in 50 ml, 1.8 mmol) was shaken under 50 psi of hydrogen atmosphere for 12 hours. The mixture was filtered and the filtrate was concentrated and used for the next step without further purification (0.51 g, 1.78 mmol, 99%). As a reaction SMILES: [CH3:1][O:2][C:3]1[C:8]([N+:9]([O-])=O)=[C:7]([O:12][CH3:13])[N:6]=[C:5]([N:14]2[CH2:23][CH2:22][C:21]3[C:16](=[CH:17][CH:18]=[CH:19][CH:20]=3)[CH2:15]2)[N:4]=1.[H][H]>[Ni]>[CH2:15]1[C:16]2[C:21](=[CH:20][CH:19]=[CH:18][CH:17]=2)[CH2:22][CH2:23][N:14]1[C:5]1[N:6]=[C:7]([O:12][CH3:13])[C:8]([NH2:9])=[C:3]([O:2][CH3:1])[N:4]=1. Yields the product C1N(CCC2=CC=CC=C12)C1=NC(=C(C(=N1)OC)N)OC (2-(3,4-dihydroisoquinolin-2(1H)-yl)-4,6-dimethoxypyrimidin-5-amine). Reactants: solution, C(CCC)[Li] (n-butyllithium), CCCCCC (hexane), ClC=1CN(C(C2=C(N1)C=CC(=C2)OC)=O)CC2=C(C=C(C=C2)OC)OC (2-chloro-4-(2,4-dimethoxy-benzyl)-7-methoxy-3,4-dihydro-benzo[e][1,4]diazepin-5-one), C(C)OC(C/N=C/N(C)C)=O ((E)-(dimethylamino-methyleneamino)-acetic acid ethyl ester), C(C)(=O)O (acetic acid), C[Si](N[Si](C)(C)C)(C)C (Hexamethyldisilazane). The solvent is O (water), TBF, C1CCOC1 (THF), O (water), TBF. Reaction conditions: temperature -70 celsius, time 1 hour. The product is C(C)OC(=O)C=1N=CN2C3=C(C(N(CC12)CC1=C(C=C(C=C1)OC)OC)=O)C=C(C=C3)OC (5-(2,4-Dimethoxy-benzyl)-8-methoxy-6-oxo-5,6-dihydro-4H-2,5,10b-triaza-benzo[e]azulene-3-carboxylic Acid Ethyl Ester). Reaction SMILES: C[Si](C)(C)N[Si](C)(C)C.C([Li])CCC.CCCCCC.[CH2:21]([O:23][C:24](=[O:31])[CH2:25]/[N:26]=[CH:27]/[N:28]([CH3:30])[CH3:29])[CH3:22].ClC1[CH2:34][N:35]([CH2:47][C:48]2[CH:53]=[CH:52][C:51]([O:54][CH3:55])=[CH:50][C:49]=2[O:56][CH3:57])[C:36](=[O:46])[C:37]2[CH:43]=[C:42]([O:44][CH3:45])[CH:41]=[CH:40]C=2N=1.C(O)(=O)C>C1COCC1.O>[CH2:21]([O:23][C:24]([C:25]1[N:26]=[CH:27][N:28]2[C:30]=1[CH2:34][N:35]([CH2:47][C:48]1[CH:53]=[CH:52][C:51]([O:54][CH3:55])=[CH:50][C:49]=1[O:56][CH3:57])[C:36](=[O:46])[C:37]1[CH:43]=[C:42]([O:44][CH3:45])[CH:41]=[CH:40][C:29]2=1)=[O:31])[CH3:22]. Reported procedure: Hexamethyldisilazane (48.5 mL, 66 mmol) was dissolved in TBF (150 mL), cooled under argon to −70° C., and treated slowly with a 1.6 M solution of n-butyllithium in hexane (145 ml, 233 mmol). After stirring for 1 h at −70° C., a solution of (E)-(dimethylamino-methyleneamino)-acetic acid ethyl ester (21 g, 133 mmol) in THF (50 mL) was added, and stirring continued for 1 h at −70° C. Then a solution of 2-chloro-4-(2,4-dimethoxy-benzyl)-7-methoxy-3,4-dihydro-benzo[e][1,4]diazepin-5-one (24.9 g, 66 m... Starting materials: C(C1=CC=CC=C1)(=O)NN (benzoic acid hydrazide), C(C)(=O)C1=CC=CC=C1 (acetophenone). Run in O1CCCC1 (tetrahydrofuran). Conditions: temperature 25 celsius, time 12 hour. Product: C(C1=CC=CC=C1)(=O)NN=C(C)C1=CC=CC=C1 (Acetophenone N-Benzoylhydrazone). As a reaction SMILES: [C:1]([NH:9][NH2:10])(=[O:8])[C:2]1[CH:7]=[CH:6][CH:5]=[CH:4][CH:3]=1.[C:11]([C:14]1[CH:19]=[CH:18][CH:17]=[CH:16][CH:15]=1)(=O)[CH3:12]>O1CCCC1>[C:1]([NH:9][N:10]=[C:11]([C:14]1[CH:19]=[CH:18][CH:17]=[CH:16][CH:15]=1)[CH3:12])(=[O:8])[C:2]1[CH:7]=[CH:6][CH:5]=[CH:4][CH:3]=1. Procedure details: To a solution of benzoic acid hydrazide (5.70 g, 0.042 mol) in tetrahydrofuran (75 mL) was added acetophenone (5.5 g, 0.046 mol) followed by concentrated. HCl (3 drops). The reaction was allowed to stir for 12 h at 25° C. during which time the product precipitated as a colorless crystalline solid. The product was filtered, washed with tetrahydrofuran (1×30 mL), diethyl ether (3×60 mL) and pentane (2×60 mL), and the crystalline solids were dried in vacuo (6.65 g, 64%). 1H NMR (CD2Cl2): δ2.35 (s, ...